This data is from the Open Reaction Database (ORD), a public repository of structured organic reaction records. The task is: describe an organic reaction: reactants, conditions, products, and yield Starting materials: COC=1C=C(C=CC1)C12CC(NC(C2=CCCC1)=O)=O (4a-(m-Methoxyphenyl)-1,3-diketo-1,2,3,4,4a,5,6,7-octahydroisoquinoline), suspension, [H-].[Na+] (sodium hydride), oil, S(C)(=O)(=O)OCCC1=CC=C(C=C1)C (p-Methylphenethyl mesylate), O (water). The solvent is CN(C=O)C (dimethylformamide), CN(C=O)C (dimethylformamide). The product is CC1=CC=C(CCN2C(C3=CCCCC3(CC2=O)C2=CC(=CC=C2)OC)=O)C=C1 (N-(p-methylphenethyl)-4a-(m-methoxyphenyl)-1,3-diketo1,2,3,4,4a,5,6,7-octahydroisoquinoline). RXN SMILES: [CH3:1][O:2][C:3]1[CH:4]=[C:5]([C:9]23[CH2:18][CH2:17][CH2:16][CH:15]=[C:14]2[C:13](=[O:19])[NH:12][C:11](=[O:20])[CH2:10]3)[CH:6]=[CH:7][CH:8]=1.[H-].[Na+].S(O[CH2:28][CH2:29][C:30]1[CH:35]=[CH:34][C:33]([CH3:36])=[CH:32][CH:31]=1)(=O)(=O)C.O>CN(C)C=O>[CH3:36][C:33]1[CH:34]=[CH:35][C:30]([CH2:29][CH2:28][N:12]2[C:11](=[O:20])[CH2:10][C:9]3([C:5]4[CH:6]=[CH:7][CH:8]=[C:3]([O:2][CH3:1])[CH:4]=4)[C:14](=[CH:15][CH2:16][CH2:17][CH2:18]3)[C:13]2=[O:19])=[CH:31][CH:32]=1 |f:1.2|. Procedure: 4a-(m-Methoxyphenyl)-1,3-diketo-1,2,3,4,4a,5,6,7-octahydroisoquinoline (6 g) in 75 ml of anhydrous dimethylformamide was added to a 55% suspension of sodium hydride in mineral oil (1.2 g) in 50 ml of dimethylformamide at 70°. The reaction mixture was heated for one hour at 80° and then cooled to 25°. p-Methylphenethyl mesylate (7.0 g) was added and the reaction heated at 70° for 18 hours. It was poured into water and extracted with ether. The residue after evaporation of the ether was chromatogr... Starting materials: CCOC(C)=O, ClC(c1ccccc1)(c1ccccc1)c1ccccc1, COC(=O)C(N)CS, CN(C)C=O, CCOCC, Cl, Cl, [Na+], O, O=C([O-])O. Product: COC(=O)C(N)CSC(c1ccccc1)(c1ccccc1)c1ccccc1, Cl. As a reaction SMILES: [C:10]([O:11][CH2:12][CH3:13])(=[O:14])[CH3:15].[C:17]([c:18]1[cH:19][cH:20][cH:21][cH:22][cH:23]1)([c:24]1[cH:25][cH:26][cH:27][cH:28][cH:29]1)([c:30]1[cH:31][cH:32][cH:33][cH:34][cH:35]1)[Cl:36].[CH3:2][O:3][C:4]([CH:5]([NH2:6])[CH2:7][SH:8])=[O:9].[CH3:42][N:43]([CH3:44])[CH:45]=[O:46].[CH3:47][CH2:48][O:49][CH2:50][CH3:51].[ClH:16].[ClH:1].[Na+:37].[OH2:52].[OH:38][C:39](=[O:40])[O-:41]>>[CH3:2][O:3][C:4]([CH:5]([NH2:6])[CH2:7][S:8][C:17]([c:18]1[cH:19][cH:20][cH:21][cH:22][cH:23]1)([c:24]1[cH:25][cH:26][cH:27][cH:28][cH:29]1)[c:30]1[cH:31][cH:32][cH:33][cH:34][cH:35]1)=[O:9].[ClH:36]. Starting materials: CN(C(C1=CC=CC=C1)=O)CC(CCS(=O)(=O)C)C1=CC2=C(OCO2)C=C1 (N-methyl-N-(2-(benzo[1,3]dioxol-5-yl)-4-methanesulfonylbutyl)benzamide), FC1=CC=C(CN2C(=NC3=C2C=CC=C3)C(=O)C3CCNCC3)C=C1 (4-(1-(4-fluorobenzyl)-1H-benzimidazole-2-carbonyl)piperidine). The product is CN(C(C1=CC=CC=C1)=O)CC(CCN1CCC(CC1)C(=O)C1=NC2=C(N1CC1=CC=C(C=C1)F)C=CC=C2)C2=CC1=C(OCO1)C=C2 (N-Methyl-N-(4-(4-(1-(4-fluorobenzyl)-1H-benzimidazole-2-carbonyl)piperidin-1-yl)-2-(benzo[1.3]dioxol-5-yl)butyl)benzamide). As a reaction SMILES: [CH3:1][N:2]([CH2:11][CH:12]([C:19]1[CH:27]=[CH:26][C:22]2[O:23][CH2:24][O:25][C:21]=2[CH:20]=1)[CH2:13][CH2:14]S(C)(=O)=O)[C:3](=[O:10])[C:4]1[CH:9]=[CH:8][CH:7]=[CH:6][CH:5]=1.[F:28][C:29]1[CH:52]=[CH:51][C:32]([CH2:33][N:34]2[C:38]3[CH:39]=[CH:40][CH:41]=[CH:42][C:37]=3[N:36]=[C:35]2[C:43]([CH:45]2[CH2:50][CH2:49][NH:48][CH2:47][CH2:46]2)=[O:44])=[CH:31][CH:30]=1>>[CH3:1][N:2]([CH2:11][CH:12]([C:19]1[CH:27]=[CH:26][C:22]2[O:23][CH2:24][O:25][C:21]=2[CH:20]=1)[CH2:13][CH2:14][N:48]1[CH2:49][CH2:50][CH:45]([C:43]([C:35]2[N:34]([CH2:33][C:32]3[CH:31]=[CH:30][C:29]([F:28])=[CH:52][CH:51]=3)[C:38]3[CH:39]=[CH:40][CH:41]=[CH:42][C:37]=3[N:36]=2)=[O:44])[CH2:46][CH2:47]1)[C:3](=[O:10])[C:4]1[CH:9]=[CH:8][CH:7]=[CH:6][CH:5]=1. Procedure: Prepare by the method of Example 1.7 using N-methyl-N-(2-(benzo[1,3]dioxol-5-yl)-4-methanesulfonylbutyl)benzamide and 4-(1-(4-fluorobenzyl)-1H-benzimidazole-2-carbonyl)piperidine to give the title compound.